This data is from the Open Reaction Database (ORD), a public repository of structured organic reaction records. The task is: describe an organic reaction: reactants, conditions, products, and yield Reactants: C(=O)(N1C=NC=C1)N1C=NC=C1 (1,1′-carbonyldiimidazole), OC1=CC=C(C(=O)O)C=C1 (4-hydroxy benzoic acid), ClC1=C(C=CC=C1Cl)N1CCN(CC1)CC=CCN (4-[4-(2,3-Dichloro-phenyl)-piperazin-1-yl]-but-2-enylamine). Run in N1=CC=CC=C1 (pyridine), amylene-stablized chloroform. Reaction conditions: time 1 hour. The product is ClC1=C(C=CC=C1Cl)N1CCN(CC1)CC=CCNC(C1=CC=C(C=C1)O)=O (N-{4-[4-(2,3-Dichloro-phenyl)-piperazin-1-yl]-but-2-enyl}-4-hydroxy-benzamide). Yield: 49.7%. Reaction SMILES: C(N1C=CN=C1)(N1C=CN=C1)=O.[OH:13][C:14]1[CH:22]=[CH:21][C:17]([C:18]([OH:20])=O)=[CH:16][CH:15]=1.[Cl:23][C:24]1[C:29]([Cl:30])=[CH:28][CH:27]=[CH:26][C:25]=1[N:31]1[CH2:36][CH2:35][N:34]([CH2:37][CH:38]=[CH:39][CH2:40][NH2:41])[CH2:33][CH2:32]1>N1C=CC=CC=1>[Cl:23][C:24]1[C:29]([Cl:30])=[CH:28][CH:27]=[CH:26][C:25]=1[N:31]1[CH2:32][CH2:33][N:34]([CH2:37][CH:38]=[CH:39][CH2:40][NH:41][C:18](=[O:20])[C:17]2[CH:16]=[CH:15][C:14]([OH:13])=[CH:22][CH:21]=2)[CH2:35][CH2:36]1. Procedure details: 1,1′-carbonyldiimidazole (0.18 g, 1.1 mmol) was added to a solution of the 4-hydroxy benzoic acid (0.15 g, 1.1 mmol) in absolute pyridine and the mixture was stirred at room temperature under Argon for 1 h. After that time a solution of 4-[4-(2,3-Dichloro-phenyl)-piperazin-1-yl]-but-2-enylamine (0.33 g, 1.1 mmol) in 3 ml amylene-stablized chloroform was added and the mixture was stirred overnight. All volatiles were removed in vacuo and the residue was purified by chromatography to give 0.23 g (... The reactants are CC#N, [I-], Nc1cc(Br)ccc1NC(=O)CCl, [Na+], [Na+], [Na+], O=C([O-])[O-]. The product is O=C1CNc2cc(Br)ccc2N1. RXN SMILES: [CH3:22][C:23]#[N:24].[I-:15].[NH2:1][c:2]1[c:3]([NH:9][C:10]([CH2:11][Cl:12])=[O:13])[cH:4][cH:5][c:6]([Br:8])[cH:7]1.[Na+:14].[Na+:16].[Na+:17].[O-:18][C:19](=[O:20])[O-:21]>>[NH:1]1[c:2]2[c:3]([cH:4][cH:5][c:6]([Br:8])[cH:7]2)[NH:9][C:10](=[O:13])[CH2:11]1. The reactants are C(C)(=O)C1(CCNCC1)C1=CC=CC=C1 (4-Acetyl-4-phenylpiperidine), Br.BrCCCN (3-bromopropylamine hydrobromide), C([O-])([O-])=O.[K+].[K+] (potassium carbonate). Run in O1CCOCC1 (1,4-dioxane). Yields the product C(C)(=O)C1(CCN(CC1)CCCN)C1=CC=CC=C1 (4-Acetyl-1-(3-aminopropyl)-4-phenylpiperidine). Isolated yield 39.9%. As a reaction SMILES: [C:1]([C:4]1([C:10]2[CH:15]=[CH:14][CH:13]=[CH:12][CH:11]=2)[CH2:9][CH2:8][NH:7][CH2:6][CH2:5]1)(=[O:3])[CH3:2].Br.Br[CH2:18][CH2:19][CH2:20][NH2:21].C(=O)([O-])[O-].[K+].[K+]>O1CCOCC1>[C:1]([C:4]1([C:10]2[CH:15]=[CH:14][CH:13]=[CH:12][CH:11]=2)[CH2:5][CH2:6][N:7]([CH2:18][CH2:19][CH2:20][NH2:21])[CH2:8][CH2:9]1)(=[O:3])[CH3:2] |f:1.2,3.4.5|. Procedure details: 4-Acetyl-4-phenylpiperidine (1.53 g, 7.50 mmol, 1.00 equiv, Aldrich), 3-bromopropylamine hydrobromide (1.64 g, 7.50 mmol, 1.00 equiv) and potassium carbonate (1.24 g, 9.00 mmol, 1.20 equiv) were stirred in refluxing 1,4-dioxane (50 mL) for 12 hours. After removal of dioxane, water (50 mL) was added and the pH was adjusted to 11-12 by addition of 1N aqueous NaOH. The mixture was extracted with CH2Cl2 (100 mL+3×50 mL). The combined organic solutions were dried over MgSO4 and concentrated. The resi... Starting materials: C1=NC=CC=2C(=CC=CC12)S (5-isoquinolinethiol), C([O-])([O-])=O.[K+].[K+] (potassium carbonate), ClC1=C(C=C(C#N)C=C1)[N+](=O)[O-] (4-chloro-3-nitrobenzonitrile). The solvent is CN(C)C=O (DMF). Reaction conditions: time 15 minute. Yields the product C1=NC=CC2=C(C=CC=C12)SC1=C(C=C(C#N)C=C1)[N+](=O)[O-] (4-(5-isoquinolylsulfanyl)-3-nitrobenzonitrile). Yield: 100.0%. Reaction SMILES: [CH:1]1[C:10]2[CH:9]=[CH:8][CH:7]=[C:6]([SH:11])[C:5]=2[CH:4]=[CH:3][N:2]=1.C(=O)([O-])[O-].[K+].[K+].Cl[C:19]1[CH:26]=[CH:25][C:22]([C:23]#[N:24])=[CH:21][C:20]=1[N+:27]([O-:29])=[O:28]>CN(C=O)C>[CH:1]1[C:10]2[C:5](=[C:6]([S:11][C:19]3[CH:26]=[CH:25][C:22]([C:23]#[N:24])=[CH:21][C:20]=3[N+:27]([O-:29])=[O:28])[CH:7]=[CH:8][CH:9]=2)[CH:4]=[CH:3][N:2]=1 |f:1.2.3|. Procedure details: According to the method in Example 10, 5-isoquinolinethiol 1.00 g (6.2 mmol) was dissolved in DMF 14 ml, potassium carbonate 1.60 g (11.6 mmol) and 4-chloro-3-nitrobenzonitrile 1.00 g (5.5 mmol) were added and stirred at room temperature for 15 minutes, and 4-(5-isoquinolylsulfanyl)-3-nitrobenzonitrile 1.69 g (quantitative) was obtained. The reactants are FC=1C=C(C=CC1F)Br (3,4-difluorobromobenzene), N1CCNCC1 (piperazine), CC(C)([O-])C.[Na+] (sodium tert-butoxide), C=1C=CC(=CC1)P(C=2C=CC=CC2)C3=CC=C4C=CC=CC4=C3C5=C6C=CC=CC6=CC=C5P(C=7C=CC=CC7)C=8C=CC=CC8 (BINAP). The solvent is C(C)(=O)OCC (Ethyl acetate), C1(=CC=CC=C1)C (toluene). Product: FC=1C=C(C=CC1F)N1CCNCC1 (1-(3,4-Difluorophenyl)piperazine). The reagents and catalysts are C=1C=CC(=CC1)/C=C/C(=O)/C=C/C2=CC=CC=C2.C=1C=CC(=CC1)/C=C/C(=O)/C=C/C2=CC=CC=C2.C=1C=CC(=CC1)/C=C/C(=O)/C=C/C2=CC=CC=C2.[Pd].[Pd] (tris(dibenzylidene-acetone)dipalladium). Reported procedure: In 100 ml of toluene, 5 g (25.91 mmol) of 3,4-difluorobromobenzene, 13.39 g (155.45 mmol) of piperazine, 3.49 g (36.27 mmol) of sodium tert-butoxide, 0.24 g (0.26 mmol) of tris(dibenzylidene-acetone)dipalladium and 0.48 g (0.78 mmol) of BINAP are stirred under reflux overnight. Ethyl acetate is added, the mixture is then washed with water and the organic phase is extracted with 1N hydrochloric acid. The aqueous phase is then washed with ethyl acetate and subsequently adjusted to pH 8. Using dich... As a reaction SMILES: [F:1][C:2]1[CH:3]=[C:4](Br)[CH:5]=[CH:6][C:7]=1[F:8].[NH:10]1[CH2:15][CH2:14][NH:13][CH2:12][CH2:11]1.CC(C)([O-])C.[Na+].C1C=CC(P(C2C(C3C(P(C4C=CC=CC=4)C4C=CC=CC=4)=CC=C4C=3C=CC=C4)=C3C(C=CC=C3)=CC=2)C2C=CC=CC=2)=CC=1>C1(C)C=CC=CC=1.C1C=CC(/C=C/C(/C=C/C2C=CC=CC=2)=O)=CC=1.C1C=CC(/C=C/C(/C=C/C2C=CC=CC=2)=O)=CC=1.C1C=CC(/C=C/C(/C=C/C2C=CC=CC=2)=O)=CC=1.[Pd].[Pd].C(OCC)(=O)C>[F:1][C:2]1[CH:3]=[C:4]([N:10]2[CH2:15][CH2:14][NH:13][CH2:12][CH2:11]2)[CH:5]=[CH:6][C:7]=1[F:8] |f:2.3,6.7.8.9.10|. Starting materials: Cc1cccc(CC(NC(=O)C(c2ccccc2)c2ccccc2)C(=O)O)c1, COC(=O)c1cccc(COCC(N)C(N)=O)c1, CN1CCOCC1, CCN=C=NCCCN(C)C, ClCCl, Cl, Cl, O, On1nnc2ccccc21. The product is COC(=O)c1cccc(COCC(N)C(=O)NC(=O)C(Cc2cccc(C)c2)NC(=O)C(c2ccccc2)c2ccccc2)c1. As a reaction SMILES: [CH3:1][c:2]1[cH:3][c:4]([CH2:5][CH:6]([NH:7][C:8]([CH:9]([c:10]2[cH:11][cH:12][cH:13][cH:14][cH:15]2)[c:16]2[cH:17][cH:18][cH:19][cH:20][cH:21]2)=[O:22])[C:23](=[O:24])[OH:25])[cH:26][cH:27][cH:28]1.[CH3:29][O:30][C:31](=[O:32])[c:33]1[cH:34][c:35]([CH2:39][O:40][CH2:41][CH:42]([NH2:43])[C:44](=[O:45])[NH2:46])[cH:36][cH:37][cH:38]1.[CH3:59][N:60]1[CH2:61][CH2:62][O:63][CH2:64][CH2:65]1.[CH3:66][N:67]([CH3:68])[CH2:69][CH2:70][CH2:71][N:72]=[C:73]=[N:74][CH2:75][CH3:76].[Cl:78][CH2:79][Cl:80].[ClH:47].[ClH:77].[OH2:48].[OH:49][n:50]1[c:51]2[cH:52][cH:53][cH:54][cH:55][c:56]2[n:57][n:58]1>>[CH3:1][c:2]1[cH:3][c:4]([CH2:5][CH:6]([NH:7][C:8]([CH:9]([c:10]2[cH:11][cH:12][cH:13][cH:14][cH:15]2)[c:16]2[cH:17][cH:18][cH:19][cH:20][cH:21]2)=[O:22])[C:23](=[O:24])[NH:46][C:44]([CH:42]([CH2:41][O:40][CH2:39][c:35]2[cH:34][c:33]([C:31]([O:30][CH3:29])=[O:32])[cH:38][cH:37][cH:36]2)[NH2:43])=[O:45])[cH:26][cH:27][cH:28]1. Starting materials: C1COCCO1, CCOCC, Cl, CC(C)(C)OC(=O)N1CCCC(c2ncc3cnc4[nH]ccc4n23)C1. Product: Cl, c1cc2c(ncc3cnc(C4CCCNC4)n32)[nH]1. RXN SMILES: [CH2:26]1[O:27][CH2:28][CH2:29][O:30][CH2:31]1.[CH3:33][CH2:34][O:35][CH2:36][CH3:37].[ClH:32].[c:1]1([CH:13]2[CH2:14][N:15]([C:19]([O:20][C:21]([CH3:22])([CH3:23])[CH3:24])=[O:25])[CH2:16][CH2:17][CH2:18]2)[n:2][cH:3][c:4]2[n:5]1[c:6]1[c:7]([n:8][cH:9]2)[nH:10][cH:11][cH:12]1>>[ClH:32].[c:1]1([CH:13]2[CH2:14][NH:15][CH2:16][CH2:17][CH2:18]2)[n:2][cH:3][c:4]2[n:5]1[c:6]1[c:7]([n:8][cH:9]2)[nH:10][cH:11][cH:12]1. The reactants are BrC1=CN=C(S1)NC(N(C1CCSCC1)C1CCCCC1)=O (3-(5-Bromo-thiazol-2-yl)-1-cyclohexyl-1-(tetrahydro-thiopyran-4-yl)-urea), COC(CCS)=O (3-mercaptopropionic acid methyl ester). Product: COC(CCSC1=CN=C(S1)NC(=O)N(C1CCSCC1)C1CCCCC1)=O (3-{2-[3-Cyclohexyl-3-(tetrahydro-thiopyran-4-yl)-ureido]-thiazol-5-ylsulfanyl}-propionic acid methyl ester). RXN SMILES: Br[C:2]1[S:6][C:5]([NH:7][C:8](=[O:22])[N:9]([CH:16]2[CH2:21][CH2:20][CH2:19][CH2:18][CH2:17]2)[CH:10]2[CH2:15][CH2:14][S:13][CH2:12][CH2:11]2)=[N:4][CH:3]=1.[CH3:23][O:24][C:25](=[O:29])[CH2:26][CH2:27][SH:28]>>[CH3:23][O:24][C:25](=[O:29])[CH2:26][CH2:27][S:28][C:2]1[S:6][C:5]([NH:7][C:8]([N:9]([CH:16]2[CH2:21][CH2:20][CH2:19][CH2:18][CH2:17]2)[CH:10]2[CH2:15][CH2:14][S:13][CH2:12][CH2:11]2)=[O:22])=[N:4][CH:3]=1. Procedure: Prepared as described in general procedure (D) using 3-(5-bromo-thiazol-2-yl)-1-cyclohexyl-1-(tetrahydro-thiopyran-4-yl)-urea (Example 190) and 3-mercaptopropionic acid methyl ester. Starting materials: 1-((2-trimethylsilyl)ethoxymethyl)-1 H-benzimidazole, [Cl-].[NH4+] (ammonium chloride), C(CCC)[Li] (n-butyllithium), 1-(t-butoxycarbonyl)-piperidine-4-(N-methyl-O-methyl)-hydroxamic acid, O1CCCC1 (tetrahydrofuran), O1CCCC1 (tetrahydrofuran). Run in CCCCCC (hexane). Conditions: temperature -78 celsius, time 30 minute. Yields the product C(C)CC(C)=O.CCCCCC (ethyl acetone hexane). Yield: 10.0%. Reaction SMILES: [CH2:1]([Li])[CH2:2][CH2:3][CH3:4].[Cl-].[NH4+].[O:8]1[CH2:12][CH2:11][CH2:10][CH2:9]1>CCCCCC>[CH2:11]([CH2:10][C:9](=[O:8])[CH3:1])[CH3:12].[CH3:4][CH2:3][CH2:2][CH2:1][CH2:9][CH3:10] |f:1.2,5.6|. Procedure: Combine 1-((2-trimethylsilyl)ethoxymethyl)-1 H-benzimidazole (91.2 g, 367 mmol) and tetrahydrofuran (500 mL). Cool to −78° C. using a dry-ice/acetone bath. Add a solution of n-butyl]ithium (146 mL, 2.5 M in hexane, 367 mmol) at such a rate that the temperature of the reaction mixture remains at about −70° C. After the addition of n-butyllithium is complete allow to stir for 30 minutes at −78° C. Add a solution of 1-(t-butoxycarbonyl)-piperidine-4-(N-methyl-O-methyl)-hydroxamic acid (99.9 g, 367 ... The reactants are C[Mg+].[Br-] (MeMgBr), C(C)OCC (diethyl ether), FC1=C(C#N)C=CC(=C1)C(=O)C=1N(C=NC1)C (2-Fluoro-4-(3-methyl-3H-imidazole-4-carbonyl)-benzonitrile). The solvent is C1CCOC1 (THF). Run at time 15 minute. Yields the product FC1=C(C#N)C=CC(=C1)C(C)(C=1N(C=NC1)C)O (2-Fluoro-4-[1-hydroxy-1-(3-methyl-3H-imidazol-4-yl)-ethyl]-benzonitrile). As a reaction SMILES: [F:1][C:2]1[CH:9]=[C:8]([C:10]([C:12]2[N:13]([CH3:17])[CH:14]=[N:15][CH:16]=2)=[O:11])[CH:7]=[CH:6][C:3]=1[C:4]#[N:5].C[Mg+].[Br-].[CH2:21](OCC)C>C1COCC1>[F:1][C:2]1[CH:9]=[C:8]([C:10]([OH:11])([C:12]2[N:13]([CH3:17])[CH:14]=[N:15][CH:16]=2)[CH3:21])[CH:7]=[CH:6][C:3]=1[C:4]#[N:5] |f:1.2|. Reported procedure: 2-Fluoro-4-(3-methyl-3H-imidazole-4-carbonyl)-benzonitrile (0.603 g, 2.63 mmol) was dissolved in anhydrous THF (30 mL). A solution of 3.0M MeMgBr in diethyl ether (2.55 mL, 7.65 mmol) was added and stirred for 15 min. The reaction was quenched with NH4Cl solution, diluted with CH2Cl2 and saturated NaHCO3 solution and seperated. The aqueous layer was back extracted with CH2Cl2 (3×), the combined organic layers dried (MgSO4) and concentrated to give the title compound.